describe an organic reaction: reactants, conditions, products, and yield From a dataset of the Open Reaction Database (ORD), a public repository of structured organic reaction records. Starting materials: Cl.Cl.C(C1=CC=CC=C1)N1CC2CNCC(C1)O2 (3-benzyl-9-oxa-3,7-diazabicyclo[3.3.1]nonane dihydrochloride), [OH-].[Na+] (sodium hydroxide), CC1=C(C(=CC(=C1)C)C)S(=O)(=O)OCCCNC(=O)OC(C)(C)C (3-(tert-Butyloxycarbonylamino)propyl 2,4,6-trimethylbenzenesulfonate). Solvent: C1(=CC=CC=C1)C (toluene). Reaction conditions: temperature 65 celsius, time 15 minute. Product: C(C)(C)(C)OC(NCCCN1CC2CN(CC(C1)O2)CC2=CC=CC=C2)=O (tert-Butyl[3-(7-benzyl-9-oxa-3,7-diazabicyclo[3.3.1]non-3-yl)propyl]carbamate). The yield is 90.1%. As a reaction SMILES: Cl.Cl.[CH2:3]([N:10]1[CH2:17][CH:16]2[O:18][CH:12]([CH2:13][NH:14][CH2:15]2)[CH2:11]1)[C:4]1[CH:9]=[CH:8][CH:7]=[CH:6][CH:5]=1.[OH-].[Na+].CC1C=C(C)C=C(C)C=1S(O[CH2:34][CH2:35][CH2:36][NH:37][C:38]([O:40][C:41]([CH3:44])([CH3:43])[CH3:42])=[O:39])(=O)=O>C1(C)C=CC=CC=1>[C:41]([O:40][C:38](=[O:39])[NH:37][CH2:36][CH2:35][CH2:34][N:14]1[CH2:15][CH:16]2[O:18][CH:12]([CH2:11][N:10]([CH2:3][C:4]3[CH:5]=[CH:6][CH:7]=[CH:8][CH:9]=3)[CH2:17]2)[CH2:13]1)([CH3:44])([CH3:43])[CH3:42] |f:0.1.2,3.4|. Procedure: To 3-benzyl-9-oxa-3,7-diazabicyclo[3.3.1]nonane dihydrochloride (25.08 g, 86.12 mmol; see Preparation O above) was added 2.5 M sodium hydroxide (115 mL). 3-(tert-Butyloxycarbonylamino)propyl 2,4,6-trimethylbenzenesulfonate (32.35 g, 90.50 mmol; see Preparation L above) and toluene (65 mL) were then added and the reaction mixture heated at 65° C. for 12 hours. The phases were separated at 65° C. and the lower (aqueous) layer discarded. The organic phase was re-heated to 65° C. and then extracted ... Starting materials: FC=1C=C(C=CC1)C1=CC(=C(O1)C)C(CC(C)C)NC1=CC=C(C(=O)O)C=C1 (4-({1-[5-(3-fluorophenyl)-2-methylfuran-3-yl]-3-methylbutyl}amino)benzoic acid), CNCCC(=O)OCC (ethyl 3-(methylamino)propanoate), Cl.C(C)N=C=NCCCN(C)C (1-ethyl-3-(3-dimethylaminopropyl)carbodiimide hydrochloride), O.OC1=CC=CC=2NN=NC21 (hydroxybenzotriazole monohydrate). Solvent: C(C)(=O)OCC (Ethyl acetate), CN(C=O)C (N,N-dimethylformamide), C(C)N(CC)CC (triethylamine). Reaction conditions: time 1 hour. Product: FC=1C=C(C=CC1)C1=CC(=C(O1)C)C(CC(C)C)NC1=CC=C(C=C1)C(=O)N(CCC(=O)O)C (3-[{[4-({1-[5-(3-fluorophenyl)-2-methylfuran-3-yl]-3-methylbutyl}amino)phenyl]carbonyl}(methyl)amino]propanoic acid). Isolated yield 86.9%. RXN SMILES: [F:1][C:2]1[CH:3]=[C:4]([C:8]2[O:12][C:11]([CH3:13])=[C:10]([CH:14]([NH:19][C:20]3[CH:28]=[CH:27][C:23](C(O)=O)=[CH:22][CH:21]=3)[CH2:15][CH:16]([CH3:18])[CH3:17])[CH:9]=2)[CH:5]=[CH:6][CH:7]=1.[CH3:29][NH:30][CH2:31][CH2:32][C:33]([O:35]CC)=[O:34].Cl.C(N=C=NCCCN(C)C)C.O.[OH:51][C:52]1C2N=NNC=2C=CC=1>CN(C)C=O.C(OCC)(=O)C.C(N(CC)CC)C>[F:1][C:2]1[CH:3]=[C:4]([C:8]2[O:12][C:11]([CH3:13])=[C:10]([CH:14]([NH:19][C:20]3[CH:21]=[CH:22][C:23]([C:52]([N:30]([CH3:29])[CH2:31][CH2:32][C:33]([OH:35])=[O:34])=[O:51])=[CH:27][CH:28]=3)[CH2:15][CH:16]([CH3:18])[CH3:17])[CH:9]=2)[CH:5]=[CH:6][CH:7]=1 |f:2.3,4.5|. Reported procedure: A solution of 4-({1-[5-(3-fluorophenyl)-2-methylfuran-3-yl]-3-methylbutyl}amino)benzoic acid (191 mg), ethyl 3-(methylamino)propanoate (79 mg), 1-ethyl-3-(3-dimethylaminopropyl)carbodiimide hydrochloride (115 mg), hydroxybenzotriazole monohydrate (92 mg) and triethylamine (84 μL) in N,N-dimethylformamide (10 mL) was stirred at room temperature for 4 hr. Ethyl acetate was added, the mixture was washed with saturated aqueous sodium hydrogen carbonate solution and water, and the organic layer was d... Product: CO[C@@H]1CC2=CC[C@H]3[C@@H]4CCC([C@@]4(C)CC[C@@H]3[C@]2(CC1)C)=O (3β-methoxyandrost-5-ene-17-one). RXN SMILES: S(O[C@H:12]1[CH2:29][CH2:28][C@@:27]2([CH3:30])[C:14](=[CH:15][CH2:16][C@@H:17]3[C@@H:26]2[CH2:25][CH2:24][C@@:22]2([CH3:23])[C@H:18]3[CH2:19][CH2:20][C:21]2=[O:31])[CH2:13]1)(C1C=CC(C)=CC=1)(=O)=O.[CH3:32][OH:33]>>[CH3:32][O:33][C@H:12]1[CH2:29][CH2:28][C@@:27]2([CH3:30])[C:14](=[CH:15][CH2:16][C@@H:17]3[C@@H:26]2[CH2:25][CH2:24][C@@:22]2([CH3:23])[C@H:18]3[CH2:19][CH2:20][C:21]2=[O:31])[CH2:13]1. Starting materials: S(=O)(=O)(C1=CC=C(C)C=C1)O[C@@H]1CC2=CC[C@H]3[C@@H]4CCC([C@@]4(C)CC[C@@H]3[C@]2(CC1)C)=O (3β-tosyloxyandrost-5-ene-17-one), CO (methanol). Procedure details: A solution of 3β-tosyloxyandrost-5-ene-17-one (18) (4.0 g. 9.05 mmol) in anhydrous methanol (120 mL) was refluxed for 2 h. The reaction mixture was concentrated under vacuum. On cooling, a white solid 3β-methoxyandrost-5-ene-17-one (19) was obtained. Recrystallization from methanol afforded shining crystals (2.57 g. 94%), m.p. 133-5° C. (lit m.p. 118-120° C. aq. MeOH). Starting materials: ClSc1ccc(Cl)cc1, ClCCl, C=C1[SH]=C(SCSC#N)NC1(C)C. The product is CC1(C)NC(SCSC#N)=[SH]C1=CSc1ccc(Cl)cc1. As a reaction SMILES: [Cl:14][c:15]1[cH:16][cH:17][c:18]([S:21][Cl:22])[cH:19][cH:20]1.[Cl:23][CH2:24][Cl:25].[S:1]([C:2]#[N:3])[CH2:4][S:5][C:6]1=[SH:7][C:8](=[CH2:13])[C:9]([CH3:11])([CH3:12])[NH:10]1>>[S:1]([C:2]#[N:3])[CH2:4][S:5][C:6]1=[SH:7][C:8](=[CH:13][S:21][c:18]2[cH:17][cH:16][c:15]([Cl:14])[cH:20][cH:19]2)[C:9]([CH3:11])([CH3:12])[NH:10]1. Starting materials: C(CCCCCCCCCC)C(=O)C (methyl undecyl ketone), C(=O)N (formamide). The solvent is C(=O)O (formic acid). Run at temperature 160 celsius. The product is C(=O)NC(C)CCCCCCCCCCC (2-formamidotridecane). RXN SMILES: [CH2:1]([C:12]([CH3:14])=O)[CH2:2][CH2:3][CH2:4][CH2:5][CH2:6][CH2:7][CH2:8][CH2:9][CH2:10][CH3:11].[CH:15]([NH2:17])=[O:16]>C(O)=O>[CH:15]([NH:17][CH:12]([CH2:1][CH2:2][CH2:3][CH2:4][CH2:5][CH2:6][CH2:7][CH2:8][CH2:9][CH2:10][CH3:11])[CH3:14])=[O:16]. Procedure: 70 g of methyl undecyl ketone are added to 250 ml of formamide. The mixture is heated, with constant stirring, to 160° C. Then 40 ml of formic acid are added dropwise in the course of 24 hours. The reaction mixture is cooled, poured on ice, extracted with ether and the ethereal extract is dried over Na2SO4. After distilling off the ether, the oily residue is distilled in vacuo, affording 60 g of 2-formamidotridecane. Boiling point: 145°-155° C./0.01. Starting materials: C1(CCCC1)OC=1C=C(C(=O)O)C=CC1OCC1=CC=CC=C1 (3-cyclopentyloxy-4-benzyloxybenzoic acid), S(O)(O)(=O)=O (sulfuric acid), CO (methanol). Yields the product C1(CCCC1)OC=1C=C(C(=O)OC)C=CC1OCC1=CC=CC=C1 (methyl 3-cyclopentyloxy-4-benzyloxybenzoate). RXN SMILES: [CH:1]1([O:6][C:7]2[CH:8]=[C:9]([CH:13]=[CH:14][C:15]=2[O:16][CH2:17][C:18]2[CH:23]=[CH:22][CH:21]=[CH:20][CH:19]=2)[C:10]([OH:12])=[O:11])[CH2:5][CH2:4][CH2:3][CH2:2]1.S(=O)(=O)(O)O.[CH3:29]O>>[CH:1]1([O:6][C:7]2[CH:8]=[C:9]([CH:13]=[CH:14][C:15]=2[O:16][CH2:17][C:18]2[CH:19]=[CH:20][CH:21]=[CH:22][CH:23]=2)[C:10]([O:12][CH3:29])=[O:11])[CH2:2][CH2:3][CH2:4][CH2:5]1. Reported procedure: A solution of 3-cyclopentyloxy-4-benzyloxybenzoic acid (5.1 g; that is prepared as described in Reference Example 38) in methanol (150 mL) and concentrated sulfuric acid (1 mL) is heated at reflux for 6 hours, and then it is cooled and concentrated in vacuo. The resulting residue is treated with ethyl acetate (150 mL) and saturated aqueous sodium bicarbonate solution (50 mL). The organic layer is collected, dried and evaporated. The resulting oil is subjected to flash chromatography on silica ge...